From a dataset of the Open Reaction Database (ORD), a public repository of structured organic reaction records. describe an organic reaction: reactants, conditions, products, and yield The reactants are CC(C)(C)c1ccc([N+](=O)[O-])cc1Br, C=CCCO, Cc1ccccc1, CC(=O)[O-], CC(=O)[O-], [Pd+2], c1ccc(P(c2ccccc2)(c2ccccc2)[Pd](P(c2ccccc2)(c2ccccc2)c2ccccc2)(P(c2ccccc2)(c2ccccc2)c2ccccc2)P(c2ccccc2)(c2ccccc2)c2ccccc2)cc1. Product: CC(C)(C)c1ccc([N+](=O)[O-])cc1C=CCCO. As a reaction SMILES: [C:1]([CH3:2])([CH3:3])([CH3:4])[c:5]1[c:6]([Br:14])[cH:7][c:8]([N+:11](=[O:12])[O-:13])[cH:9][cH:10]1.[CH2:15]([CH2:16][CH:17]=[CH2:18])[OH:19].[CH3:106][c:107]1[cH:108][cH:109][cH:110][cH:111][cH:112]1.[O-:21][C:22]([CH3:23])=[O:24].[O-:25][C:26]([CH3:27])=[O:28].[Pd+2:20].[cH:29]1[cH:30][cH:31][c:32]([P:33]([Pd:34]([P:35]([c:36]2[cH:37][cH:38][cH:39][cH:40][cH:41]2)([c:42]2[cH:43][cH:44][cH:45][cH:46][cH:47]2)[c:48]2[cH:49][cH:50][cH:51][cH:52][cH:53]2)([P:54]([c:55]2[cH:56][cH:57][cH:58][cH:59][cH:60]2)([c:61]2[cH:62][cH:63][cH:64][cH:65][cH:66]2)[c:67]2[cH:68][cH:69][cH:70][cH:71][cH:72]2)[P:73]([c:74]2[cH:75][cH:76][cH:77][cH:78][cH:79]2)([c:80]2[cH:81][cH:82][cH:83][cH:84][cH:85]2)[c:86]2[cH:87][cH:88][cH:89][cH:90][cH:91]2)([c:92]2[cH:93][cH:94][cH:95][cH:96][cH:97]2)[c:98]2[cH:99][cH:100][cH:101][cH:102][cH:103]2)[cH:104][cH:105]1>>[C:1]([CH3:2])([CH3:3])([CH3:4])[c:5]1[c:6]([CH:18]=[CH:17][CH2:16][CH2:15][OH:19])[cH:7][c:8]([N+:11](=[O:12])[O-:13])[cH:9][cH:10]1.